Dataset: the Open Reaction Database (ORD), a public repository of structured organic reaction records. Task: describe an organic reaction: reactants, conditions, products, and yield The product is OCCCCCN1CCCc2ccccc21. The reactants are [Al+3], [H-], [H-], [H-], [H-], [Li+], O, O=C(CCCCO)N1CCCc2ccccc21. Reaction SMILES: [Al+3:19].[H-:18].[H-:21].[H-:22].[H-:23].[Li+:20].[OH2:24].[OH:1][CH2:2][CH2:3][CH2:4][CH2:5][C:6](=[O:7])[N:8]1[CH2:9][CH2:10][CH2:11][c:12]2[cH:13][cH:14][cH:15][cH:16][c:17]21>>[OH:1][CH2:2][CH2:3][CH2:4][CH2:5][CH2:6][N:8]1[CH2:9][CH2:10][CH2:11][c:12]2[cH:13][cH:14][cH:15][cH:16][c:17]21. Starting materials: C(C)N1C=2N(C3=C1C=CC=C3)C(C(=CN2)C(=O)OCC)=O (10-ethyl-4,10-dihydro-4-oxo-pyrimido[1,2-a]-benzimidazole-3-carboxylic acid, ethyl ester), alcohol, CN (methylamine). Yields the product C(C)N1C=2N(C3=C1C=CC=C3)C(C(=CN2)C(=O)NC)=O (10-Ethyl-4,10-dihydro-N-methyl-4-oxo-pyrimido[1,2-a]benzimidazole-3-carboxamide). Isolated yield 63.0%. Reaction SMILES: [CH2:1]([N:3]1[C:7]2[CH:8]=[CH:9][CH:10]=[CH:11][C:6]=2[N:5]2[C:12](=[O:21])[C:13]([C:16]([O:18]CC)=O)=[CH:14][N:15]=[C:4]12)[CH3:2].[CH3:22][NH2:23]>>[CH2:1]([N:3]1[C:7]2[CH:8]=[CH:9][CH:10]=[CH:11][C:6]=2[N:5]2[C:12](=[O:21])[C:13]([C:16]([NH:23][CH3:22])=[O:18])=[CH:14][N:15]=[C:4]12)[CH3:2]. Reported procedure: 10 g. of 90% pure 10-ethyl-4,10-dihydro-4-oxo-pyrimido[1,2-a]-benzimidazole-3-carboxylic acid, ethyl ester produced in Example 1b are dissolved in 50 ml. of alcohol. After addition of 10 ml. of methylamine, the solution is heated in an autoclave at 100° for 12 hours. After this time, the solvent is distilled off and the crystalline residue is heated with hot acetone. The small amount of isomeric 1-ethyl-1,4-dihydro-N-methyl-4-oxo-pyrimido[1,2-a]benzimidazole-3-carboxamide is insoluble and is fil... Starting materials: ceric ammonium nitrate, ClC1=CC(=CC2=C1OC1=C2C(N(CC1)CC1=CC=C(C=C1)OC)CF)S(=O)(=O)C1=CC=CC=C1 (6-chloro-1-(fluoromethyl)-2-(4-methoxybenzyl)-8-(phenylsulfonyl)-1,2,3,4-tetrahydrobenzofuro[3,2-c]pyridine). Run in O (water), CC(=O)C (acetone), C(C)(=O)OCC (ethyl acetate). Reaction conditions: time 1.5 hour. Product: ClC1=CC(=CC2=C1OC1=C2C(NCC1)CF)S(=O)(=O)C1=CC=CC=C1 (6-chloro-1-(fluoromethyl)-8-(phenylsulfonyl)-1,2,3,4-tetrahydrobenzofuro[3,2-c]pyridine). Reaction SMILES: [Cl:1][C:2]1[C:7]2[O:8][C:9]3[CH2:14][CH2:13][N:12](CC4C=CC(OC)=CC=4)[CH:11]([CH2:24][F:25])[C:10]=3[C:6]=2[CH:5]=[C:4]([S:26]([C:29]2[CH:34]=[CH:33][CH:32]=[CH:31][CH:30]=2)(=[O:28])=[O:27])[CH:3]=1>O.CC(C)=O.C(OCC)(=O)C>[Cl:1][C:2]1[C:7]2[O:8][C:9]3[CH2:14][CH2:13][NH:12][CH:11]([CH2:24][F:25])[C:10]=3[C:6]=2[CH:5]=[C:4]([S:26]([C:29]2[CH:34]=[CH:33][CH:32]=[CH:31][CH:30]=2)(=[O:27])=[O:28])[CH:3]=1. Isolated yield 11.7%. Procedure: A solution of ceric ammonium nitrate (800 mg, 1.46 mmol) in water (1 mL) was added to a solution of the product obtained in step C (90 mg, 0.18 mmol) in acetone (10 mL). The resulting red solution was stirred at ambient temperature for 1.5 h, diluted with ethyl acetate, washed sequentially with saturated aqueous NaHCO3 and brine then dried over anhydrous MgSO4. The solution was filtered and the filtrate concentrated in vacuo to give the crude product which was purified by flash column chromatogr... Starting materials: B, Cl, O=C(O)c1ccc(C(F)(F)F)c(F)c1, C1CCOC1. The product is OCc1ccc(C(F)(F)F)c(F)c1. As a reaction SMILES: [BH3:15].[ClH:16].[F:1][c:2]1[cH:3][c:4]([C:5](=[O:6])[OH:7])[cH:8][cH:9][c:10]1[C:11]([F:12])([F:13])[F:14].[O:17]1[CH2:18][CH2:19][CH2:20][CH2:21]1>>[F:1][c:2]1[cH:3][c:4]([CH2:5][OH:6])[cH:8][cH:9][c:10]1[C:11]([F:12])([F:13])[F:14]. RXN SMILES: [Br:7][c:8]1[c:9]([C:10]#[N:11])[c:12]([NH2:17])[cH:13][c:14]([NH2:16])[n:15]1.[CH2:1]([CH2:2][CH2:3][CH3:4])[OH:5].[CH3:18][c:19]1[cH:20][cH:21][cH:22][cH:23][cH:24]1.[Na:6]>>[CH2:1]([CH2:2][CH2:3][CH3:4])[O:5][c:8]1[c:9]([C:10]#[N:11])[c:12]([NH2:17])[cH:13][c:14]([NH2:16])[n:15]1. Starting materials: N#Cc1c(N)cc(N)nc1Br, CCCCO, Cc1ccccc1, [Na]. The product is CCCCOc1nc(N)cc(N)c1C#N. Run at temperature 110 celsius, time 24 hour. RXN SMILES: Br[C:2]1[CH:10]=[CH:9][CH:8]=[C:7]2[C:3]=1[CH:4]=[CH:5][N:6]2[S:11]([C:14]1[CH:19]=[CH:18][C:17]([CH3:20])=[CH:16][CH:15]=1)(=[O:13])=[O:12].[CH2:21]([Sn](CCCC)(CCCC)C=C)[CH2:22]CC>C1(C)C=CC=CC=1>[CH3:20][C:17]1[CH:18]=[CH:19][C:14]([S:11]([N:6]2[C:7]3[C:3](=[C:2]([CH:21]=[CH2:22])[CH:10]=[CH:9][CH:8]=3)[CH:4]=[CH:5]2)(=[O:13])=[O:12])=[CH:15][CH:16]=1. Starting materials: BrC1=C2C=CN(C2=CC=C1)S(=O)(=O)C1=CC=C(C=C1)C (4-bromo-1-[(4-methylphenyl)sulfonyl]-1H-indole), BrC1=C2C=CN(C2=CC=C1)S(=O)(=O)C1=CC=C(C=C1)C (4-bromo-1-[(4-methylphenyl)sulfonyl]-1H-indole), C(CCC)[Sn](C=C)(CCCC)CCCC (tributyl(vinyl)stannane), Pd(PPh3)2OAc2. Yield: 76.7%. The product is CC1=CC=C(C=C1)S(=O)(=O)N1C=CC2=C(C=CC=C12)C=C (1-[(4-Methylphenyl)sulfonyl]-4-vinyl-1H-indole). Procedure details: 4-bromo-1-[(4-methylphenyl)sulfonyl]-1H-indole (600 mg, 1.71 mmol; Intermediate 3), tributyl(vinyl)stannane (0.550 mL, 1.88 mmol) and Pd(PPh3)2OAc2 (32 mg, 0.043 mmol) were mixed in dry toluene (8 mL) and stirred 24 h at 110° C. using a STEM block, then rt. for 40 h. The reaction mixture was filtered and concentrated under reduced pressure. The crude product was purified by flash chromatography (20% DCM in hexane-50% DCM in hexane). This afforded the title compound 390 mg, 77% as a colorless sti... Run in C1(=CC=CC=C1)C (toluene). Procedure: The product of EXAMPLE 271 in MeOH is reacted with ammonium chloride by the method of EXAMPLE 27. This product is then treated with 3M HCl/EtOAc to generate the title material. The product is Cl.Cl.NC(CCCC1NC(CCCC1)=N)C1OC(OC1)=O (4-[1-amino-4-(hexahydro-7-imino-1H-azepin-2-yl)butyl]-1,3-dioxolan-2-one, dihydrochloride). Starting materials: O=C1OCC(O1)C(CCCC1N=C(CCCC1)OC)NC(OC(C)(C)C)=O (1,1-dimethylethyl N-[1-(2-oxo-1,3-dioxolan-4-yl)-4-(3,4,5,6-tetrahydro-7-methoxy-2H-azepin-2-yl)butyl]carbamate), [Cl-].[NH4+] (ammonium chloride), title material, Cl.CCOC(=O)C (HCl EtOAc). As a reaction SMILES: [O:1]=[C:2]1[O:6][CH:5]([CH:7]([NH:20]C(=O)OC(C)(C)C)[CH2:8][CH2:9][CH2:10][CH:11]2[CH2:17][CH2:16][CH2:15][CH2:14][C:13](OC)=[N:12]2)[CH2:4][O:3]1.[Cl-:28].[NH4+:29].Cl.CCOC(C)=O>CO>[ClH:28].[ClH:28].[NH2:20][CH:7]([CH:5]1[CH2:4][O:3][C:2](=[O:1])[O:6]1)[CH2:8][CH2:9][CH2:10][CH:11]1[CH2:17][CH2:16][CH2:15][CH2:14][C:13](=[NH:29])[NH:12]1 |f:1.2,3.4,6.7.8|. The solvent is CO (MeOH). The reactants are C(C1=CC=CC=C1)OC1=C(C=C(C#N)C=C1F)F (4-Benzyloxy-3,5-difluorobenzonitrile), S(O)(O)(=O)=O (sulfuric acid), CO (methanol), O (water). The product is FC=1C=C(C(=O)OC)C=C(C1O)F (methyl 3,5-difluoro-4-hydroxybenzoate). As a reaction SMILES: C([O:8][C:9]1[C:16]([F:17])=[CH:15][C:12]([C:13]#N)=[CH:11][C:10]=1[F:18])C1C=CC=CC=1.S(=O)(=O)(O)O.[CH3:24][OH:25].[OH2:26]>>[F:18][C:10]1[CH:11]=[C:12]([CH:15]=[C:16]([F:17])[C:9]=1[OH:8])[C:13]([O:25][CH3:24])=[O:26]. Procedure: 4-Benzyloxy-3,5-difluorobenzonitrile and 15 ml of concentrated sulfuric acid were added to 100 ml of methanol and the mixture was heated under reflux for 5 days. Then, water was added to the reaction mixture and the mixture was extracted with ethyl acetate. The organic layer was dried over magnesium sulfate and concentrated under reduced pressure. The residue was subjected to silica gel column chromatography to obtain 4.5 g of methyl 3,5-difluoro-4-hydroxybenzoate represented by the formula: Starting materials: COc1ccc(Oc2ccccc2)c2sc(N)nc12, Cc1ccc(C(=O)O)s1, [Cl-]. Product: COc1ccc(Oc2ccccc2)c2sc(NC(=O)c3ccc(C)s3)nc12. As a reaction SMILES: [CH3:1][O:2][c:3]1[cH:4][cH:5][c:6]([O:13][c:14]2[cH:15][cH:16][cH:17][cH:18][cH:19]2)[c:7]2[c:8]1[n:9][c:10]([NH2:12])[s:11]2.[CH3:21][c:22]1[cH:23][cH:24][c:25]([C:27](=[O:28])[OH:29])[s:26]1.[Cl-:20]>>[CH3:1][O:2][c:3]1[cH:4][cH:5][c:6]([O:13][c:14]2[cH:15][cH:16][cH:17][cH:18][cH:19]2)[c:7]2[c:8]1[n:9][c:10]([NH:12][C:27]([c:25]1[cH:24][cH:23][c:22]([CH3:21])[s:26]1)=[O:28])[s:11]2.